Dataset: the Open Reaction Database (ORD), a public repository of structured organic reaction records. Task: describe an organic reaction: reactants, conditions, products, and yield Reactants: NC1=C(C=CC=C1)O (2-aminophenol), OC1=CC=C(C(=O)O)C=C1 (4-hydroxybenzoic acid), O=P12OP3(=O)OP(=O)(O1)OP(=O)(O2)O3 (phosphorus pentoxide), CS(=O)(=O)O (methanesulfonic acid). Run in C([O-])(O)=O.[Na+] (sodium bicarbonate). Reaction conditions: time 1 hour. The product is OC1=CC=C(C=C1)C=1SC2=C(N1)C=CC=C2 (2-(4-hydroxyphenyl)-benzothiazole). The yield is 101.3%. RXN SMILES: [NH2:1][C:2]1[CH:7]=[CH:6][CH:5]=[CH:4][C:3]=1O.[OH:9][C:10]1[CH:18]=[CH:17][C:13]([C:14](O)=O)=[CH:12][CH:11]=1.O=P12OP3(OP(OP(O3)(O1)=O)(=O)O2)=O.C[S:34](O)(=O)=O>C(=O)(O)[O-].[Na+]>[OH:9][C:10]1[CH:18]=[CH:17][C:13]([C:14]2[S:34][C:3]3[CH:4]=[CH:5][CH:6]=[CH:7][C:2]=3[N:1]=2)=[CH:12][CH:11]=1 |f:4.5|. Procedure: A mixture of 3.7 g 2-aminophenol, 4.2 g 4-hydroxybenzoic acid, 4.5 g phosphorus pentoxide and 45 g methanesulfonic acid was stirred for one hour at room temperature and then heated at 90° C. for 10 hours. The reaction mixture was poured slowly into 750 ml 5% sodium bicarbonate solution. The solid which precipitated was collected and dried to give 7.0g 2-(4-hydroxyphenyl)-benzothiazole.